Dataset: the Open Reaction Database (ORD), a public repository of structured organic reaction records. Task: describe an organic reaction: reactants, conditions, products, and yield The reactants are CC1=C(N=CN1C(C1=CC=CC=C1)(C1=CC=CC=C1)C1=CC=CC=C1)CO (5-methyl-1-(triphenylmethyl)-1H-imidazole-4-methanol). Reagents/catalysts: [O-2].[O-2].[Mn+4] (manganese dioxide). Run in O1CCOCC1 (dioxane). Conditions: time 8 hour. The product is CC1=C(N=CN1C(C1=CC=CC=C1)(C1=CC=CC=C1)C1=CC=CC=C1)C=O (5-Methyl-1-(triphenylmethyl)-1H-imidazole-4-carboxaldehyde). Isolated yield 100.6%. Reaction SMILES: [CH3:1][C:2]1[N:6]([C:7]([C:20]2[CH:25]=[CH:24][CH:23]=[CH:22][CH:21]=2)([C:14]2[CH:19]=[CH:18][CH:17]=[CH:16][CH:15]=2)[C:8]2[CH:13]=[CH:12][CH:11]=[CH:10][CH:9]=2)[CH:5]=[N:4][C:3]=1[CH2:26][OH:27]>[O-2].[O-2].[Mn+4].O1CCOCC1>[CH3:1][C:2]1[N:6]([C:7]([C:8]2[CH:13]=[CH:12][CH:11]=[CH:10][CH:9]=2)([C:20]2[CH:21]=[CH:22][CH:23]=[CH:24][CH:25]=2)[C:14]2[CH:15]=[CH:16][CH:17]=[CH:18][CH:19]=2)[CH:5]=[N:4][C:3]=1[CH:26]=[O:27] |f:1.2.3|. Procedure: A mixture of 5-methyl-1-(triphenylmethyl)-1H-imidazole-4-methanol (4.0 g), manganese dioxide (activated) (40 g) and dioxane (225 ml) was stirred at room temperature overnight. The suspension was filtered and the solid was washed with hot chloroform (1 l). The combined filtrates were evaporated in vacuo to leave a solid (4.0 g) which was purified by FCC eluting with chloroform to give a solid which was triturated with hexane (ca. 50 ml) to give the title compound (2.99 g), m.p. 184°-188° (decomp.... The reactants are CC1=C(OCCCC(=O)N2CCCC3=C(C=CC=C23)C2=CC(=NC=C2)C(=O)OC)C=CC=C1C (methyl 4-(1-(4-(2,3-dimethylphenoxy)butanoyl)-1,2,3,4-tetrahydroquinolin-5-yl)picolinate), BrC1=CC(=NC=C1)C(=O)OC (methyl 4-bromopicolinate), BrC=1C=C(C=CC1)CC#N (2-(3-bromophenyl)acetonitrile). Product: CC1=C(OCCCC(=O)N2CCCC3=C(C=CC=C23)C=2C=C(C=CC2)CC#N)C=CC=C1C (2-(3-(1-(4-(2,3-Dimethylphenoxy)butanoyl)-1,2,3,4-tetrahydroquinolin-5-yl)phenyl)acetonitrile). RXN SMILES: [CH3:1][C:2]1[C:33]([CH3:34])=[CH:32][CH:31]=[CH:30][C:3]=1[O:4][CH2:5][CH2:6][CH2:7][C:8]([N:10]1[C:19]2[C:14](=[C:15](C3C=CN=C(C(OC)=O)C=3)[CH:16]=[CH:17][CH:18]=2)[CH2:13][CH2:12][CH2:11]1)=[O:9].BrC1C=CN=C(C(OC)=O)C=1.Br[C:47]1[CH:48]=[C:49]([CH2:53][C:54]#[N:55])[CH:50]=[CH:51][CH:52]=1>>[CH3:1][C:2]1[C:33]([CH3:34])=[CH:32][CH:31]=[CH:30][C:3]=1[O:4][CH2:5][CH2:6][CH2:7][C:8]([N:10]1[C:19]2[C:14](=[C:15]([C:47]3[CH:48]=[C:49]([CH2:53][C:54]#[N:55])[CH:50]=[CH:51][CH:52]=3)[CH:16]=[CH:17][CH:18]=2)[CH2:13][CH2:12][CH2:11]1)=[O:9]. Reported procedure: The title compound was prepared using a procedure analogous to methyl 4-(1-(4-(2,3-dimethylphenoxy)butanoyl)-1,2,3,4-tetrahydroquinolin-5-yl)picolinate except that methyl 4-bromopicolinate was replace with 2-(3-bromophenyl)acetonitrile. LCMS, [M+H]+=439.3. Yields the product C1(=CC=CC=C1)S(=O)(=O)NC(C1=CC(=C(C=C1)NC(C)=O)N)=O (N-benzenesulfonyl-4-acetylamino-3-aminobenzamide). Reactants: C(O)([O-])=O.[K+] (potassium hydrogencarbonate), [H][H] (hydrogen), C1(=CC=CC=C1)S(=O)(=O)NC(C1=CC(=C(C=C1)NC(C)=O)[N+](=O)[O-])=O (N-benzenesulfonyl-4-acetylamino-3-nitrobenzamide). As a reaction SMILES: [C:1]1([S:7]([NH:10][C:11](=[O:25])[C:12]2[CH:17]=[CH:16][C:15]([NH:18][C:19](=[O:21])[CH3:20])=[C:14]([N+:22]([O-])=O)[CH:13]=2)(=[O:9])=[O:8])[CH:6]=[CH:5][CH:4]=[CH:3][CH:2]=1.C(=O)([O-])O.[K+].[H][H]>CO.O.[Pd]>[C:1]1([S:7]([NH:10][C:11](=[O:25])[C:12]2[CH:17]=[CH:16][C:15]([NH:18][C:19](=[O:21])[CH3:20])=[C:14]([NH2:22])[CH:13]=2)(=[O:8])=[O:9])[CH:2]=[CH:3][CH:4]=[CH:5][CH:6]=1 |f:1.2|. The yield is 57.8%. Procedure: N-benzenesulfonyl-4-acetylamino-3-nitrobenzamide (12.67 g) was dissolved in 200 ml of methanol and 30 ml of water, and 7.59 g of potassium hydrogencarbonate were further added thereto. The mixture was hydrogenated in a hydrogen atmosphere using 2.53 g of 5% palladium on carbon as catalyst at 40° C. for 24 hours. The solid material was separated through filtration, and the filtrate was concentrated. The resulting residue was purified through silica-gel column chromatography (eluent: a mixture of ... The solvent is O (water), CO (methanol). Reagents/catalysts: [Pd] (palladium on carbon). Product: Cc1cc(-c2nnc[nH]2)ccc1-c1cnc2c(n1)N(CCC1CCOCC1)C(C)(C)C(=O)N2. Reaction SMILES: [Br:67][c:68]1[n:69][c:70]2[c:86]([n:87][cH:88]1)[NH:85][C:83](=[O:84])[C:80]([CH3:81])([CH3:82])[N:71]2[CH2:72][CH2:73][CH:74]1[CH2:75][CH2:76][O:77][CH2:78][CH2:79]1.[CH2:99]1[O:100][CH2:101][CH2:102][O:103][CH2:104]1.[CH3:1][C:2]1([CH3:39])[N:3]([CH2:31][CH2:32][CH:33]2[CH2:34][CH2:35][O:36][CH2:37][CH2:38]2)[c:4]2[c:5]([n:6][cH:7][c:8](-[c:10]3[c:11]([CH3:27])[cH:12][c:13](-[c:16]4[n:17][n:18][cH:19][n:20]4[CH:21]4[CH2:22][CH2:23][CH2:24][CH2:25][O:26]4)[cH:14][cH:15]3)[n:9]2)[NH:28][C:29]1=[O:30].[CH3:40][c:41]1[cH:42][c:43](-[c:44]2[n:45]([CH:46]3[CH2:47][CH2:48][CH2:49][CH2:50][O:51]3)[cH:52][n:53][n:54]2)[cH:55][cH:56][c:57]1[B:58]1[O:59][C:60]([CH3:61])([CH3:62])[C:63]([CH3:64])([CH3:65])[O:66]1.[CH:105]([OH:106])([CH3:107])[CH3:108].[Cl:89][CH2:90][Cl:91].[Na+:92].[Na+:93].[O-:94][C:95](=[O:96])[O-:97].[OH2:98]>>[CH3:1][C:2]1([CH3:39])[N:3]([CH2:31][CH2:32][CH:33]2[CH2:34][CH2:35][O:36][CH2:37][CH2:38]2)[c:4]2[c:5]([n:6][cH:7][c:8](-[c:10]3[c:11]([CH3:27])[cH:12][c:13](-[c:16]4[n:17][n:18][cH:19][nH:20]4)[cH:14][cH:15]3)[n:9]2)[NH:28][C:29]1=[O:30]. Reactants: CC1(C)C(=O)Nc2ncc(Br)nc2N1CCC1CCOCC1, C1COCCO1, Cc1cc(-c2nncn2C2CCCCO2)ccc1-c1cnc2c(n1)N(CCC1CCOCC1)C(C)(C)C(=O)N2, Cc1cc(-c2nncn2C2CCCCO2)ccc1B1OC(C)(C)C(C)(C)O1, CC(C)O, ClCCl, [Na+], [Na+], O=C([O-])[O-], O. Yields the product CC1=CC2=C(C=C1)C1=C(NC3=C(N=C1N1CCN(CC1)C)C=CC=C3)S2 (3-methyl-12-(4-methylpiperazin-1-yl)-6H-[1]benzothieno[2,3-b][1,5]benzodiazepine). Reagents/catalysts: [Ti](Cl)(Cl)(Cl)Cl (titanium tetrachloride). Procedure: In the same manner as in Example 1 and using ethyl 2-(2-aminoanilino)-6-methylbenzo[b]thiophene-3-carboxylate (3.7 g), 1-methylpiperazine (80 ml), anisole (16 ml) and titanium tetrachloride (3 ml), 3-methyl-12-(4-methylpiperazin-1-yl)-6H-[1]benzothieno[2,3-b][1,5]benzodiazepine (1.4 g) was obtained. As a reaction SMILES: [NH2:1][C:2]1[CH:23]=[CH:22][CH:21]=[CH:20][C:3]=1[NH:4][C:5]1[S:9][C:8]2[CH:10]=[C:11]([CH3:14])[CH:12]=[CH:13][C:7]=2[C:6]=1[C:15](OCC)=O.[C:24]1(OC)[CH:29]=CC=CC=1>[Ti](Cl)(Cl)(Cl)Cl.CN1CCNCC1>[CH3:14][C:11]1[CH:12]=[CH:13][C:7]2[C:6]3[C:15]([N:1]4[CH2:24][CH2:29][N:4]([CH3:5])[CH2:3][CH2:2]4)=[N:1][C:2]4[CH:23]=[CH:22][CH:21]=[CH:20][C:3]=4[NH:4][C:5]=3[S:9][C:8]=2[CH:10]=1. The reactants are NC1=C(NC2=C(C3=C(S2)C=C(C=C3)C)C(=O)OCC)C=CC=C1 (ethyl 2-(2-aminoanilino)-6-methylbenzo[b]thiophene-3-carboxylate), C1(=CC=CC=C1)OC (anisole). The solvent is CN1CCNCC1 (1-methylpiperazine).